From a dataset of the Open Reaction Database (ORD), a public repository of structured organic reaction records. describe an organic reaction: reactants, conditions, products, and yield Starting materials: C1(=CC=CC=C1)COC(C(CO)O)CC=C (3-(Phenylmethoxy)-5-hexene-1,2-diol), solid, C([O-])(O)=O.[Na+] (sodium bicarbonate), II (iodine), S(=O)([O-])[O-].[Na+].[Na+] (sodium sulfite). The solvent is C(C)OCC (diethyl ether), O (water). Reaction conditions: temperature 0 celsius, time 3 hour. Product: IC[C@@H]1C[C@H](OCC2=CC=CC=C2)[C@H](O1)CO (2,5-Anhydro-1,3-dideoxy-1-iodo-4-O-(phenylmethyl)-D-arabino-hexitol). Yield: 99.3%. As a reaction SMILES: [C:1]1([CH2:7][O:8][CH:9]([CH2:14][CH:15]=[CH2:16])[CH:10]([OH:13])[CH2:11][OH:12])[CH:6]=[CH:5][CH:4]=[CH:3][CH:2]=1.C(=O)(O)[O-].[Na+].[I:22]I.S([O-])([O-])=O.[Na+].[Na+]>C(OCC)C.O>[I:22][CH2:16][C@H:15]1[O:13][C@H:10]([CH2:11][OH:12])[C@@H:9]([O:8][CH2:7][C:1]2[CH:6]=[CH:5][CH:4]=[CH:3][CH:2]=2)[CH2:14]1 |f:1.2,4.5.6|. Procedure: A 0° C. solution of 4.5 g of product from Example 333 in 77.8 ml of diethyl ether and 25.5 ml of water is treated with 2.58 g of solid sodium bicarbonate followed by 7.6 g of iodine. The reaction is stirred for 3 hours at 0° C. then at room temperature overnight. The mixture is cooled to 0° C. and sodium sulfite is added until the reaction is colorless. The solution is extracted with diethyl ether, dried and concentrated in vacuo to give 7.0 g of an oil. The oil is purified by chromatography (Si...